This data is from the Open Reaction Database (ORD), a public repository of structured organic reaction records. The task is: describe an organic reaction: reactants, conditions, products, and yield Reactants: FC(C1=CC=C2C(=CC=NC2=C1)NC1=C(C(=O)O)C=CC=C1)(F)F (2-(7-Trifluoromethyl-4-quinolylamino)benzoic acid), acid chloride, CN(CCCN)C (3-dimethylaminopropylamine). Product: CN(CCCNC(C1=C(C=CC=C1)NC1=CC=NC2=CC(=CC=C12)C(F)(F)F)=O)C (N-(3-Dimethylaminopropyl)-2-(7-trifluoromethyl-4-quinolylamino)benzamide). Reaction SMILES: [F:1][C:2]([F:24])([F:23])[C:3]1[CH:12]=[C:11]2[C:6]([C:7]([NH:13][C:14]3[CH:22]=[CH:21][CH:20]=[CH:19][C:15]=3[C:16]([OH:18])=O)=[CH:8][CH:9]=[N:10]2)=[CH:5][CH:4]=1.[CH3:25][N:26]([CH3:31])[CH2:27][CH2:28][CH2:29][NH2:30]>>[CH3:25][N:26]([CH3:31])[CH2:27][CH2:28][CH2:29][NH:30][C:16](=[O:18])[C:15]1[CH:19]=[CH:20][CH:21]=[CH:22][C:14]=1[NH:13][C:7]1[C:6]2[C:11](=[CH:12][C:3]([C:2]([F:24])([F:1])[F:23])=[CH:4][CH:5]=2)[N:10]=[CH:9][CH:8]=1. Procedure: 2-(7-Trifluoromethyl-4-quinolylamino)benzoic acid is converted to the acid chloride which is reached with 3-dimethylaminopropylamine as in Example 1 to give the title compound. The reactants are BrC1=C(C(=C(C(=C1F)F)F)F)F (bromopentafluorobenzene), C(CCC)OCCCC (dibutyl ether), C(C)(C)[Mg]Br (isopropyl magnesium bromide), hydrocarbon magnesium halide, C(CCC)OCCCC (dibutyl ether), BrC1=C(C(=C(C(=C1F)F)F)F)F (bromopentafluorobenzene), C(CCC)OCCCC (dibutyl ether). Reaction conditions: temperature 35 celsius, time 2 hour. The product is FC1=C(C(=C(C(=C1[Mg]Br)F)F)F)F (pentafluorophenyl magnesium bromide), C(CCC)OCCCC (dibutyl ether). RXN SMILES: C([Mg:4][Br:5])(C)C.Br[C:7]1[C:12]([F:13])=[C:11]([F:14])[C:10]([F:15])=[C:9]([F:16])[C:8]=1[F:17].[CH2:18]([O:22][CH2:23][CH2:24][CH2:25][CH3:26])[CH2:19][CH2:20][CH3:21]>>[F:13][C:12]1[C:7]([Mg:4][Br:5])=[C:8]([F:17])[C:9]([F:16])=[C:10]([F:15])[C:11]=1[F:14].[CH2:18]([O:22][CH2:23][CH2:24][CH2:25][CH3:26])[CH2:19][CH2:20][CH3:21]. Procedure: Air inside a reaction vessel of the same type as the one used in Example 1 was replaced with a nitrogen gas in a satisfactory manner, after which 90 ml of a dibutyl ether (chain ether solvent) solution containing 0.188 mol of isopropyl magnesium bromide as the hydrocarbon magnesium halide (2) was charged to the reaction vessel. Meanwhile, 0.182 mol of bromopentafluorobenzene and 50 ml of dibutyl ether (chain ether solvent) were charged to the dropping funnel. Then, the dibutyl ether solution of ... Starting materials: C1=CC(=CC=C1O)C (p-cresol), [PH2](=O)O (hypophosphorous acid), ClC(C(=O)O)C (α-chloropropionic acid), C=CC1=CC=CC=C1 (styrene). Yields the product CC(C1=CC=CC=C1)C1=C(C=CC(=C1)C)O (2-(α-methylbenzyl)-4-methylphenol). RXN SMILES: [CH:1]1[C:6]([OH:7])=[CH:5][CH:4]=[C:3]([CH3:8])[CH:2]=1.[PH2](O)=O.ClC(C)C(O)=O.[CH2:18]=[CH:19][C:20]1[CH:25]=[CH:24][CH:23]=[CH:22][CH:21]=1>>[CH3:18][CH:19]([C:1]1[CH:2]=[C:3]([CH3:8])[CH:4]=[CH:5][C:6]=1[OH:7])[C:20]1[CH:25]=[CH:24][CH:23]=[CH:22][CH:21]=1. Reported procedure: The reaction was similarly carried out as Example 10 except that into a mixture of 32 g of p-cresol, 4 g of hypophosphorous acid and 6 g of α-chloropropionic acid was poured 36 g of styrene to give only 2-(α-methylbenzyl)-4-methylphenol, but not to detect other tert-butylated compounds. The reactants are poly-p-methyl-styrene, C[Al]1OCCCC1 (methylalumoxane), C1(=CC=CC=C1)C (toluene). The reagents and catalysts are C(C1=CC=CC=C1)[Ti](CC1=CC=CC=C1)(CC1=CC=CC=C1)CC1=CC=CC=C1 (tetrabenzyltitanium). Yields the product CC1=CC=C(C=C)C=C1 (p-Methyl-styrene). As a reaction SMILES: C[Al]1[CH2:7][CH2:6][CH2:5][CH2:4]O1.[C:8]1(C)[CH:13]=[CH:12]C=[CH:10][CH:9]=1>C([Ti](CC1C=CC=CC=1)(CC1C=CC=CC=1)CC1C=CC=CC=1)C1C=CC=CC=1>[CH3:4][C:5]1[CH:10]=[CH:9][C:8]([CH:13]=[CH2:12])=[CH:7][CH:6]=1. Reported procedure: A syndiotactic poly-p-methyl-styrene in powder form is prepared according to the method described in Macromolecules, 1989, 22, 104. p-Methyl-styrene (0.5 mmoles) is polymerized in toluene (59 ml) at 50° C. for 24 hours, in the presence of tetrabenzyltitanium (5·10 moles) and methylalumoxane (0.3 g); 8.5 g of s-PpMS are obtained. A film about 100 microns thick is produced by compression molding at a pressure of 2 Kg/cm2 and at a temperature of 230° C. An amorphous film is thus obtained. The reactants are ClC(=O)OC (methyl chloroformate), C(#C)C=1C=C(C=CC1)NC(=O)C=1C=C(C=CC1O)C1=C(C=C(C=C1)F)F (N-(3-ethynylphenyl)-2′,4′-difluoro-4-hydroxy-[1,1′-biphenyl]-3-carboxamide), Cl (HCl). Run in O1CCCC1.N1=CC=CC=C1 (tetrahydrofuran pyridine). Conditions: time 10 hour. The product is FC1=C(C=CC(=C1)F)C=1C=CC2=C(C(N(C(O2)=O)C2=CC(=CC=C2)C#C)=O)C1 (6-(2,4-difluorophenyl)-3-(3-ethynylphenyl)-2H-benzo[e][1,3]oxazine-2,4(3H)-dione). Isolated yield 14.0%. Reaction SMILES: Cl[C:2]([O:4][CH3:5])=[O:3].[C:6]([C:8]1[CH:9]=[C:10]([NH:14][C:15]([C:17]2[CH:18]=[C:19]([C:24]3[CH:29]=[CH:28][C:27]([F:30])=[CH:26][C:25]=3[F:31])[CH:20]=[CH:21]C=2O)=[O:16])[CH:11]=[CH:12][CH:13]=1)#[CH:7].Cl>O1CCCC1.N1C=CC=CC=1>[F:31][C:25]1[CH:26]=[C:27]([F:30])[CH:28]=[CH:29][C:24]=1[C:19]1[CH:20]=[CH:21][C:5]2[O:4][C:2](=[O:3])[N:14]([C:10]3[CH:11]=[CH:12][CH:13]=[C:8]([C:6]#[CH:7])[CH:9]=3)[C:15](=[O:16])[C:17]=2[CH:18]=1 |f:3.4|. Reported procedure: A solution of methyl chloroformate (1.2 mL, 12 mmol) was added drop wised to a stirred solution of compound 8 (1.39 g, 4 mmol) in dry anhydrous tetrahydrofuran/pyridine (30 mL) at 0° C. The mixture was refluxed for 3 h. After 10 h stirring at room temperature, the pH value of the mixture was adjusted to pH=6 by 5% HCl(aq). The mixture was cooled to obtain crystalline compound on an ice bath for 2-3 h. After cooling, precipitated crystals were filtered off and washed with diluted HCl and water. T... Starting materials: O=C1CCC(=O)N1Br, O=C(OOC(=O)c1ccccc1)c1ccccc1, CCc1ccnc2ncnn12, ClC(Cl)(Cl)Cl. Yields the product CC(Br)c1ccnc2ncnn12. As a reaction SMILES: [Br:12][N:13]1[C:14](=[O:15])[CH2:16][CH2:17][C:18]1=[O:19].[C:20]([O:21][O:22][C:23](=[O:24])[c:25]1[cH:26][cH:27][cH:28][cH:29][cH:30]1)(=[O:31])[c:32]1[cH:33][cH:34][cH:35][cH:36][cH:37]1.[CH2:1]([CH3:2])[c:3]1[cH:4][cH:5][n:6][c:7]2[n:8]1[n:9][cH:10][n:11]2.[Cl:38][C:39]([Cl:40])([Cl:41])[Cl:42]>>[CH:1]([CH3:2])([c:3]1[cH:4][cH:5][n:6][c:7]2[n:8]1[n:9][cH:10][n:11]2)[Br:12]. Starting materials: ClC=1C=C(C=2N(N1)C=CN2)NC2=CC=C(C=C2)N (N1-(6-chloroimidazo[1,2-b]pyridazin-8-yl)benzene-1,4-diamine), 1a, N[C@@H]1CC[C@H](CC1)N (trans-1,4-diaminocyclohexane). The solvent is O (water). Run at time 3 day. Product: N[C@@H]1CC[C@H](CC1)NC=1C=C(C=2N(N1)C=CN2)NC2=CC=C(C=C2)N (N6-(trans-4-aminocyclohexyl)-N8-(4-aminophenyl)imidazo[1,2-b]pyridazine-6,8-diamine). The yield is 154.0%. As a reaction SMILES: Cl[C:2]1[CH:3]=[C:4]([NH:11][C:12]2[CH:17]=[CH:16][C:15]([NH2:18])=[CH:14][CH:13]=2)[C:5]2[N:6]([CH:8]=[CH:9][N:10]=2)[N:7]=1.[NH2:19][C@H:20]1[CH2:25][CH2:24][C@H:23]([NH2:26])[CH2:22][CH2:21]1>O>[NH2:19][C@H:20]1[CH2:25][CH2:24][C@H:23]([NH:26][C:2]2[CH:3]=[C:4]([NH:11][C:12]3[CH:17]=[CH:16][C:15]([NH2:18])=[CH:14][CH:13]=3)[C:5]3[N:6]([CH:8]=[CH:9][N:10]=3)[N:7]=2)[CH2:22][CH2:21]1. Procedure details: To N1-(6-chloroimidazo[1,2-b]pyridazin-8-yl)benzene-1,4-diamine (0.2 g, 0.77 mmol) from 1a was added trans-1,4-diaminocyclohexane (1.7 g, 15.0 mmol). The mixture was allowed to melt at 160° C. for 3 days. The melt was then cooled, diluted with water and extracted with dichloromethane. The organic layer was then concentrated in vacuo to give 0.4 g of crude N6-(trans-4-aminocyclohexyl)-N8-(4-aminophenyl)imidazo[1,2-b]pyridazine-6,8-diamine. The reactants are OC=1C=C(C=O)C=CC1 (3-hydroxybenzaldehyde), CN1CCC(CC1)O (1-methyl-4-piperidinol), C1(=CC=CC=C1)P(C1=CC=CC=C1)C1=CC=CC=C1 (triphenylphosphine), CCOC(=O)/N=N/C(=O)OCC (diethylazodicarboxylate). Solvent: C1CCOC1 (THF), C1CCOC1 (THF). Conditions: time 3 hour. Product: CN1CCC(CC1)OC=1C=C(C=O)C=CC1 (3-(1-methyl-4-piperidinyloxy)benzaldehyde). The yield is 51.9%. RXN SMILES: [OH:1][C:2]1[CH:3]=[C:4]([CH:7]=[CH:8][CH:9]=1)[CH:5]=[O:6].[CH3:10][N:11]1[CH2:16][CH2:15][CH:14](O)[CH2:13][CH2:12]1.C1(P(C2C=CC=CC=2)C2C=CC=CC=2)C=CC=CC=1.CCOC(/N=N/C(OCC)=O)=O>C1COCC1>[CH3:10][N:11]1[CH2:16][CH2:15][CH:14]([O:1][C:2]2[CH:3]=[C:4]([CH:7]=[CH:8][CH:9]=2)[CH:5]=[O:6])[CH2:13][CH2:12]1. Procedure: To a stirred solution of 3-hydroxybenzaldehyde (8 g, 65 mmol), 1-methyl-4-piperidinol (7.5 g, 65 mmol), triphenylphosphine (13.1 g, 65 mmol) and THF (100 ml) was added diethylazodicarboxylate (11.4 g, 65 mmol) in THF (20 ml) over a 35 minute period. The reaction mixture was stirred in an ice bath for 3 hours, then at room temperature for 5 days. The reaction mixture was concentrated in vacuo, and partitioned between CHCl3 (300 ml) and 3N HCl (300 ml). The aqueous layer was concentrated in vacuo,... Reactants: ClC1=C(C(=O)O)C(=CC=C1)Cl (2,6-dichlorobenzoic acid), C1(=CC=CC=C1)C(CN)C=1C=NC(=CC1)C(F)(F)F (2-phenyl-2-(6-(trifluoromethyl)pyridin-3-yl)ethanamine). Product: ClC1=C(C(=O)NCC(C=2C=NC(=CC2)C(F)(F)F)C2=CC=CC=C2)C=CC=C1 (chloro-N-(2-phenyl-2-(6-(tri fluoromethyl)pyridin-3-yl)ethyl)benzamide). RXN SMILES: Cl[C:2]1[CH:10]=[CH:9][CH:8]=[C:7]([Cl:11])[C:3]=1[C:4]([OH:6])=O.[C:12]1([CH:18]([C:21]2[CH:22]=[N:23][C:24]([C:27]([F:30])([F:29])[F:28])=[CH:25][CH:26]=2)[CH2:19][NH2:20])[CH:17]=[CH:16][CH:15]=[CH:14][CH:13]=1>>[Cl:11][C:7]1[CH:8]=[CH:9][CH:10]=[CH:2][C:3]=1[C:4]([NH:20][CH2:19][CH:18]([C:12]1[CH:13]=[CH:14][CH:15]=[CH:16][CH:17]=1)[C:21]1[CH:22]=[N:23][C:24]([C:27]([F:30])([F:28])[F:29])=[CH:25][CH:26]=1)=[O:6]. Procedure: The racemic mixture which was prepared in a similar manner to example 3a from 2,6-dichlorobenzoic acid and 2-phenyl-2-(6-(trifluoromethyl)pyridin-3-yl)ethanamine was separated into the two enantiomers by preparative SFC to yield the title compound. LCMS (MH+): m/z=439.1, tR (minutes, Method G)=2.76. [α]D20=+3.18 (c=6.38 mg/mL,CHCl3)